This data is from the Open Reaction Database (ORD), a public repository of structured organic reaction records. The task is: describe an organic reaction: reactants, conditions, products, and yield The reactants are ClC1=CC=C(C=C1)C(F)(F)F (4-chlorobenzotrifluoride), N1CCOCC1 (morpholine), CC(C)([O-])C.[K+] (potassium tert-butoxide), [Br-].[Li+] (lithium bromide), palladacycle, trans-di(μ-aceto)-bis[o[di-o-tolylphosphino)benzyl]dipalladium(II). Solvent: C1(=CC=CC=C1)C (toluene). The product is FC(C1=CC=C(C=C1)N1CCOCC1)(F)F (4-trifluoromethylphenylmorpholine), FC(C=1C=C(C=CC1)N1CCOCC1)(F)F (3-trifluoromethylphenylmorpholine). RXN SMILES: Cl[C:2]1[CH:7]=[CH:6][C:5]([C:8]([F:11])([F:10])[F:9])=[CH:4][CH:3]=1.[NH:12]1[CH2:17][CH2:16][O:15][CH2:14][CH2:13]1.CC(C)([O-])C.[K+].[Br-].[Li+]>C1(C)C=CC=CC=1>[F:9][C:8]([F:11])([F:10])[C:5]1[CH:6]=[CH:7][C:2]([N:12]2[CH2:17][CH2:16][O:15][CH2:14][CH2:13]2)=[CH:3][CH:4]=1.[F:9][C:8]([F:11])([F:10])[C:5]1[CH:4]=[C:3]([N:12]2[CH2:17][CH2:16][O:15][CH2:14][CH2:13]2)[CH:2]=[CH:7][CH:6]=1 |f:2.3,4.5|. Procedure details: 2.0 mmol of 4-chlorobenzotrifluoride, 2.4 mmol of morpholine, 2.8 mmol of potassium tert-butoxide, 0.4 mmol of lithium bromide, 1.0 mol-% (9.4 mg) of palladacycle (trans-di(μ-aceto)-bis[o[di-o-tolylphosphino)benzyl]dipalladium(II) in 10 ml of toluene are reacted according to the GWI to give 4-trifluoromethylphenylmorpholine and 3-trifluoromethylphenylmorpholine in the ratio 5:1 in 62% yield. The reactants are COc1ccccc1C(=O)Cl, CCOC(=O)c1cncc2c(COc3cccc(N)c3)csc12. The product is CCOC(=O)c1cncc2c(COc3cccc(NC(=O)c4ccccc4OC)c3)csc12. Reaction SMILES: [C:24]([c:25]1[c:26]([O:31][CH3:32])[cH:27][cH:28][cH:29][cH:30]1)(=[O:33])[Cl:34].[CH2:1]([CH3:2])[O:3][C:4](=[O:5])[c:6]1[c:7]2[c:8]([cH:9][n:10][cH:11]1)[c:12]([CH2:15][O:16][c:17]1[cH:18][c:19]([NH2:23])[cH:20][cH:21][cH:22]1)[cH:13][s:14]2>>[CH2:1]([CH3:2])[O:3][C:4](=[O:5])[c:6]1[c:7]2[c:8]([cH:9][n:10][cH:11]1)[c:12]([CH2:15][O:16][c:17]1[cH:18][c:19]([NH:23][C:24]([c:25]3[c:26]([O:31][CH3:32])[cH:27][cH:28][cH:29][cH:30]3)=[O:33])[cH:20][cH:21][cH:22]1)[cH:13][s:14]2. Reactants: C(C)(C)(C)OC(=O)N1CC=C(CC1)C1=CNC2=CC=C(C=C12)O (3-(N-t-Butoxycarbonyl-1,2,5,6-tetrahydropyrid-4-yl)-5-hydroxy-1H-indole), diethyl ether hexanes, ClC1=NC=CC=C1[N+](=O)[O-] (2-chloro-3-nitropyridine), [H-].[Na+] (Sodium hydride). The solvent is O1CCCC1 (tetrahydrofuran). Reaction conditions: time 3 hour. The product is C(C)(C)(C)OC(=O)N1CC=C(CC1)C1=CNC2=CC=C(C=C12)OC1=NC=CC=C1[N+](=O)[O-] (3-(N-t-Butoxycarbonyl-1,2,5,6-tetrahydropyrid-4-yl)-5-(3-nitropyrid-2-yloxy)-1H-indole). Isolated yield 62.0%. RXN SMILES: [C:1]([O:5][C:6]([N:8]1[CH2:13][CH2:12][C:11]([C:14]2[C:22]3[C:17](=[CH:18][CH:19]=[C:20]([OH:23])[CH:21]=3)[NH:16][CH:15]=2)=[CH:10][CH2:9]1)=[O:7])([CH3:4])([CH3:3])[CH3:2].Cl[C:25]1[C:30]([N+:31]([O-:33])=[O:32])=[CH:29][CH:28]=[CH:27][N:26]=1.[H-].[Na+]>O1CCCC1>[C:1]([O:5][C:6]([N:8]1[CH2:13][CH2:12][C:11]([C:14]2[C:22]3[C:17](=[CH:18][CH:19]=[C:20]([O:23][C:25]4[C:30]([N+:31]([O-:33])=[O:32])=[CH:29][CH:28]=[CH:27][N:26]=4)[CH:21]=3)[NH:16][CH:15]=2)=[CH:10][CH2:9]1)=[O:7])([CH3:4])([CH3:2])[CH3:3] |f:2.3|. Reported procedure: 3-(N-t-Butoxycarbonyl-1,2,5,6-tetrahydropyrid-4-yl)-5-hydroxy-1H-indole and 2-chloro-3-nitropyridine were used. Sodium hydride (60% in oil) was the base, tetrahydrofuran was the reaction solvent, the reaction was stirred at room temperature for 3 hours, and the chromatographic solvent system was diethyl ether/hexanes [gradient 1:1 to 4:1] to afford the title compound (62%) as a yellow solid: top, 206.0°-208.0° C. with effervescence; 1H NMR (DMSO-d6) δ8.53 (dd, J=1.8 and 8.3 Hz, 1H), 8.33 (dd, J=... Starting materials: CS(=O)(=O)c1ccc(N2CCc3c(Cl)ncnc32)c(F)c1, [H-], [Na+], CC(C)(C)OC(=O)N1CCC(O)CC1. Product: CC(C)(C)OC(=O)N1CCC(Oc2ncnc3c2CCN3c2ccc(S(C)(=O)=O)cc2F)CC1. RXN SMILES: [Cl:17][c:18]1[c:19]2[c:20]([n:21][cH:22][n:23]1)[N:24]([c:27]1[c:28]([F:37])[cH:29][c:30]([S:33](=[O:34])(=[O:35])[CH3:36])[cH:31][cH:32]1)[CH2:25][CH2:26]2.[H-:16].[Na+:15].[OH:1][CH:2]1[CH2:3][CH2:4][N:5]([C:8](=[O:9])[O:10][C:11]([CH3:12])([CH3:13])[CH3:14])[CH2:6][CH2:7]1>>[O:1]([CH:2]1[CH2:3][CH2:4][N:5]([C:8](=[O:9])[O:10][C:11]([CH3:12])([CH3:13])[CH3:14])[CH2:6][CH2:7]1)[c:18]1[c:19]2[c:20]([n:21][cH:22][n:23]1)[N:24]([c:27]1[c:28]([F:37])[cH:29][c:30]([S:33](=[O:34])(=[O:35])[CH3:36])[cH:31][cH:32]1)[CH2:25][CH2:26]2. The reactants are CCCC[N+](CCCC)(CCCC)CCCC, ClC(Cl)Cl, [I-], CC(=O)SC1CSC(COCc2ccccc2)C1. The product is CC(=O)SC1CSC(CO)C1. Reaction SMILES: [CH2:24]([N+:25]([CH2:26][CH2:27][CH2:28][CH3:29])([CH2:30][CH2:31][CH2:32][CH3:33])[CH2:34][CH2:35][CH2:36][CH3:37])[CH2:38][CH2:39][CH3:40].[CH:19]([Cl:20])([Cl:21])[Cl:22].[I-:23].[c:1]1([CH2:2][O:8][CH2:9][CH:10]2[CH2:11][CH:12]([S:15][C:16]([CH3:17])=[O:18])[CH2:13][S:14]2)[cH:3][cH:4][cH:5][cH:6][cH:7]1>>[OH:8][CH2:9][CH:10]1[CH2:11][CH:12]([S:15][C:16]([CH3:17])=[O:18])[CH2:13][S:14]1. Reactants: Cl.NO (hydroxylamine hydrochloride), [H-].[Na+] (sodium hydride), O1COC2=C1C=CC(=C2)CN2C(C1C(C2C(C)C)C(N(C1C1=CC=C(C#N)C=C1)C)(C)C)=O ((1RS,3aSR,4RS,6aSR)-4-(5-benzo[1,3]dioxol-5-ylmethyl-4-isopropyl-2,3,3-trimethyl-6-oxo-octahydro-pyrrolo[3,4-c]pyrrol-1-yl)-benzonitrile). Run in CN(C)C=O (DMF), CN(C)C=O (DMF). Reaction conditions: temperature 0 celsius, time 5 day. The product is O1COC2=C1C=CC(=C2)CN2C(C1C(C2C(C)C)C(N(C1C1=CC=C(C(NO)=N)C=C1)C)(C)C)=O ((1RS,3aSR,4RS,6aSR)-4-(5-Benzo[1,3]dioxol-5-ylmethyl-4-isopropyl-2,3,3-trimethyl-6-oxo-octahydro-pyrrolo[3,4-c]pyrrol-1-yl)-N-hydroxy-benzimidamide). Yield: 66.0%. As a reaction SMILES: Cl.[NH2:2][OH:3].[H-].[Na+].[O:6]1[C:10]2[CH:11]=[CH:12][C:13]([CH2:15][N:16]3[CH:20]([CH:21]([CH3:23])[CH3:22])[CH:19]4[C:24]([CH3:37])([CH3:36])[N:25]([CH3:35])[CH:26]([C:27]5[CH:34]=[CH:33][C:30]([C:31]#[N:32])=[CH:29][CH:28]=5)[CH:18]4[C:17]3=[O:38])=[CH:14][C:9]=2[O:8][CH2:7]1>CN(C=O)C>[O:6]1[C:10]2[CH:11]=[CH:12][C:13]([CH2:15][N:16]3[CH:20]([CH:21]([CH3:23])[CH3:22])[CH:19]4[C:24]([CH3:36])([CH3:37])[N:25]([CH3:35])[CH:26]([C:27]5[CH:28]=[CH:29][C:30]([C:31](=[NH:32])[NH:2][OH:3])=[CH:33][CH:34]=5)[CH:18]4[C:17]3=[O:38])=[CH:14][C:9]=2[O:8][CH2:7]1 |f:0.1,2.3|. Reported procedure: 841 mg (12.12 mmol) of hydroxylamine hydrochloride are suspended in 4 ml of DMF and cooled to 0° C. 303 mg (10.1 mmol) of 80% sodium hydride are added slowly. 500 mg (1.13 mmol) of (1RS,3aSR,4RS,6aSR)-4-(5-benzo[1,3]dioxol-5-ylmethyl-4-isopropyl-2,3,3-trimethyl-6-oxo-octahydro-pyrrolo[3,4-c]pyrrol-1-yl)-benzonitrile are dissolved in DMF and added to the reaction mixture. The cooling is thereafter no longer applied. The mixture is stirred at room temperature for 5 days. Thereafter, it is filtered... Starting materials: CC(=O)NC1CCC(C(=O)O)CC1, Cl, CN(C(=O)c1cc(C(F)(F)F)cc(C(F)(F)F)c1)C1CCNCC1c1ccc(F)cc1. The product is CC(=O)NC1CCC(C(=O)N2CCC(N(C)C(=O)c3cc(C(F)(F)F)cc(C(F)(F)F)c3)C(c3ccc(F)cc3)C2)CC1. Reaction SMILES: [C:33]([CH3:34])(=[O:35])[NH:36][CH:37]1[CH2:38][CH2:39][CH:40]([C:43](=[O:44])[OH:45])[CH2:41][CH2:42]1.[ClH:1].[F:2][c:3]1[cH:4][cH:5][c:6]([CH:9]2[CH2:10][NH:11][CH2:12][CH2:13][CH:14]2[N:15]([C:16]([c:17]2[cH:18][c:19]([C:27]([F:28])([F:29])[F:30])[cH:20][c:21]([C:23]([F:24])([F:25])[F:26])[cH:22]2)=[O:31])[CH3:32])[cH:7][cH:8]1>>[F:2][c:3]1[cH:4][cH:5][c:6]([CH:9]2[CH2:10][N:11]([C:43]([CH:40]3[CH2:39][CH2:38][CH:37]([NH:36][C:33]([CH3:34])=[O:35])[CH2:42][CH2:41]3)=[O:44])[CH2:12][CH2:13][CH:14]2[N:15]([C:16]([c:17]2[cH:18][c:19]([C:27]([F:28])([F:29])[F:30])[cH:20][c:21]([C:23]([F:24])([F:25])[F:26])[cH:22]2)=[O:31])[CH3:32])[cH:7][cH:8]1.